This data is from the Open Reaction Database (ORD), a public repository of structured organic reaction records. The task is: describe an organic reaction: reactants, conditions, products, and yield Starting materials: C(C)(C)(C)OC1=NC=C(C(=N1)OC(C)(C)C)C=1SC=CC1C (2,4-di-tert-butoxy-5-(3-methyl-thiophen-2-yl)-pyrimidine). Solvent: O1CCOCC1 (dioxane), O1CCOCC1 (dioxane). Conditions: time 8 hour. Yields the product CC1=C(SC=C1)C=1C(NC(NC1)=O)=O (5-(3-Methyl-thiophen-2-yl)-1H-pyrimidine-2,4-dione). Yield: 101.6%. RXN SMILES: C([O:5][C:6]1[N:11]=[C:10]([O:12]C(C)(C)C)[C:9]([C:17]2[S:18][CH:19]=[CH:20][C:21]=2[CH3:22])=[CH:8][N:7]=1)(C)(C)C>O1CCOCC1>[CH3:22][C:21]1[CH:20]=[CH:19][S:18][C:17]=1[C:9]1[C:10](=[O:12])[NH:11][C:6](=[O:5])[NH:7][CH:8]=1. Procedure: To a solution of 2,4-di-tert-butoxy-5-(3-methyl-thiophen-2-yl)-pyrimidine (Prep 25, 165 mg, 0.52 mmol) in dioxane (5 mL) 4N HClaq in dioxane (1 mL) was added at 0° C. After stirring for 8 hours, the mixture was evaporated to give 110 mg of the title compound as white solid (quantitative yield) Starting materials: CC(=O)[O-], CCCCCC, CCO, Cl, NO, [Na+], O=C1CCOc2ccccc21. The product is ON=C1CCOc2ccccc21. Reaction SMILES: [C:15]([O-:16])(=[O:17])[CH3:18].[CH3:20][CH2:21][CH2:22][CH2:23][CH2:24][CH3:25].[CH3:26][CH2:27][OH:28].[ClH:12].[NH2:13][OH:14].[Na+:19].[O:1]1[CH2:2][CH2:3][C:4](=[O:11])[c:5]2[cH:6][cH:7][cH:8][cH:9][c:10]21>>[O:1]1[CH2:2][CH2:3][C:4](=[N:13][OH:14])[c:5]2[cH:6][cH:7][cH:8][cH:9][c:10]21.